From a dataset of the Open Reaction Database (ORD), a public repository of structured organic reaction records. describe an organic reaction: reactants, conditions, products, and yield The reactants are N#Cc1ccc(N(Cc2ccc(Cl)c(OC(=O)c3ccccc3)c2)n2cnnc2)cc1, C[O-], CO, [Na+], O. Product: N#Cc1ccc(N(Cc2ccc(Cl)c(O)c2)n2cnnc2)cc1. As a reaction SMILES: [C:1](=[O:2])([c:3]1[cH:4][cH:5][cH:6][cH:7][cH:8]1)[O:9][c:10]1[cH:11][c:12]([CH2:13][N:14]([n:15]2[cH:16][n:17][n:18][cH:19]2)[c:20]2[cH:21][cH:22][c:23]([C:26]#[N:27])[cH:24][cH:25]2)[cH:28][cH:29][c:30]1[Cl:31].[CH3:32][O-:33].[CH3:35][OH:36].[Na+:34].[OH2:37]>>[OH:9][c:10]1[cH:11][c:12]([CH2:13][N:14]([n:15]2[cH:16][n:17][n:18][cH:19]2)[c:20]2[cH:21][cH:22][c:23]([C:26]#[N:27])[cH:24][cH:25]2)[cH:28][cH:29][c:30]1[Cl:31].